From a dataset of the Open Reaction Database (ORD), a public repository of structured organic reaction records. describe an organic reaction: reactants, conditions, products, and yield Reactants: C[C@@H]1C[C@@H]([C@@H]2[C@H](C[C@H]([C@@](O2)(C(=O)C(=O)N3CCCC[C@H]3C(=O)O[C@@H]([C@@H]([C@H](CC(=O)[C@@H](/C=C(/C1)\C)CC=C)O)C)/C(=C/[C@@H]4CC[C@H]([C@@H](C4)OC)O)/C)O)C)OC)OC (FR-900506), IC1=CC=C(C=C1)S(=O)(=O)Cl (p-iodobenzenesulfonyl chloride). Run in C(C)(=O)OCC (ethyl acetate), N1=CC=CC=C1 (pyridine). Reaction conditions: time 36 hour. Yields the product COC1CC(CC(=CCC(CCC(COC(C2CCCCN2C(C(C2C(CC(C1O2)OC)C)=O)=O)=O)C)=O)C)C (23,25-dimethoxy-13,19,21,27-tetramethyl-11,28-dioxa-4-azatricyclo[22.3.1.04,9 ]octacos-18-ene-2,3,10,16-tetraone), 17-allyl-1-hydroxy-12-[2-[4-(piodobenzenesulfonyloxy)-3-methoxycyclohexyl]-1-methylvinyl]-23,25-dimethoxy-13,19,21,27-tetramethyl-11,28-dioxa-4-azatricyclo[22.3.1.04,9 ]octacosa-14,18-diene-2,3,10,16-tetraone. Reaction SMILES: [CH3:1][C@H:2]1[CH2:33][C:32]([CH3:34])=[CH:31][C@@H:30](CC=C)[C:28](=[O:29])[CH2:27][C@H:26](O)[C@@H:25]([CH3:39])[C@@H:24](/C(/C)=C/[C@H]2C[C@@H](OC)[C@H](O)CC2)[O:23][C:21](=[O:22])[C@H:20]2[N:15]([CH2:16][CH2:17][CH2:18][CH2:19]2)[C:13](=[O:14])[C:11](=[O:12])[C@:9]2(O)[O:10][C@@H:5]([C@@H:6]([O:54][CH3:55])[CH2:7][C@H:8]2[CH3:53])[C@@H:4]([O:56][CH3:57])[CH2:3]1.IC1C=CC(S(Cl)(=O)=O)=CC=1>N1C=CC=CC=1.C(OCC)(=O)C>[CH3:57][O:56][CH:4]1[CH:5]2[O:10][CH:9]([CH:8]([CH3:53])[CH2:7][CH:6]2[O:54][CH3:55])[C:11](=[O:12])[C:13](=[O:14])[N:15]2[CH:20]([CH2:19][CH2:18][CH2:17][CH2:16]2)[C:21](=[O:22])[O:23][CH2:24][CH:25]([CH3:39])[CH2:26][CH2:27][C:28](=[O:29])[CH2:30][CH:31]=[C:32]([CH3:34])[CH2:33][CH:2]([CH3:1])[CH2:3]1. Procedure details: To a solution of the FR-900506 substance (100.7 mg) in pyridine (3 ml) was added p-iodobenzenesulfonyl chloride (500 mg), and the mixture was stirred at room temperature for 36 hours. The solution was diluted with ethyl acetate and washed with a saturated aqueous sodium hydrogen carbonate, water and an aqueous sodium chloride. The organic layer was dried over sodium sulfate, filtered and concentrated under reduced pressure The residue was chromatographed on silica gel (developing solvent diethyl... Starting materials: C1CCOC1, CCO, CC(C)OC(=O)NC1Cc2c(n(Cc3cccnc3N3C(=O)c4ccccc4C3=O)c3ccc(C#N)cc23)C1, NN, O. The product is CC(C)OC(=O)NC1Cc2c(n(Cc3cccnc3N)c3ccc(C#N)cc23)C1. As a reaction SMILES: [CH2:43]1[O:44][CH2:45][CH2:46][CH2:47]1.[CH3:48][CH2:49][OH:50].[CH:1]([CH3:2])([CH3:3])[O:4][C:5]([NH:6][CH:7]1[CH2:8][c:9]2[c:10]([n:11]([CH2:20][c:21]3[c:22]([N:27]4[C:28](=[O:29])[c:30]5[c:31]([cH:32][cH:33][cH:34][cH:35]5)[C:36]4=[O:37])[n:23][cH:24][cH:25][cH:26]3)[c:12]3[cH:13][cH:14][c:15]([C:18]#[N:19])[cH:16][c:17]23)[CH2:38]1)=[O:39].[NH2:41][NH2:42].[OH2:40]>>[CH:1]([CH3:2])([CH3:3])[O:4][C:5]([NH:6][CH:7]1[CH2:8][c:9]2[c:10]([n:11]([CH2:20][c:21]3[c:22]([NH2:27])[n:23][cH:24][cH:25][cH:26]3)[c:12]3[cH:13][cH:14][c:15]([C:18]#[N:19])[cH:16][c:17]23)[CH2:38]1)=[O:39]. The reactants are C(C)(C)(C)OC(=O)NC(C(=O)N[C@H]1C(N(C2=C(CC1)C=CC=C2)CC2=C(C=C(C=C2)C2=C(C=CC=C2)CNC(=O)NC)Br)=O)(CC)C (2-t-butoxycarbonylamino-2-methyl-N-[2,3,4,5-tetrahydro-1-[[2'-[[[(methylamino)carbonyl]amino]methyl]-3-bromo-[1,1'-biphenyl]-4-yl]methyl]-2-oxo-1H-benzazepin-3(R)-yl]butanamide), FC(C(=O)O)(F)F (trifluoroacetic acid). The reagents and catalysts are C1(=CC=CC=C1)OC (anisole). Run in C(Cl)Cl (methylene chloride). Conditions: time 1 hour. The product is NC(C(=O)N[C@H]1C(N(C2=C(CC1)C=CC=C2)CC2=C(C=C(C=C2)C2=C(C=CC=C2)CNC(=O)NC)Br)=O)(C)C (2-Amino-2-methyl-N-[2,3,4,5-tetrahydro-1-[[2'-[[[(methylamino)carbonyl]amino]methyl]-3-bromo-[1,1'-biphenyl]-4-yl]methyl]-2-oxo-1H-benzazepin-3(R)-yl]propanamide). Yield: 69.6%. RXN SMILES: C(OC([NH:8][C:9]([CH3:47])([CH2:45]C)[C:10]([NH:12][C@@H:13]1[CH2:19][CH2:18][C:17]2[CH:20]=[CH:21][CH:22]=[CH:23][C:16]=2[N:15]([CH2:24][C:25]2[CH:30]=[CH:29][C:28]([C:31]3[CH:36]=[CH:35][CH:34]=[CH:33][C:32]=3[CH2:37][NH:38][C:39]([NH:41][CH3:42])=[O:40])=[CH:27][C:26]=2[Br:43])[C:14]1=[O:44])=[O:11])=O)(C)(C)C.FC(F)(F)C(O)=O>C(Cl)Cl.C1(OC)C=CC=CC=1>[NH2:8][C:9]([CH3:47])([CH3:45])[C:10]([NH:12][C@@H:13]1[CH2:19][CH2:18][C:17]2[CH:20]=[CH:21][CH:22]=[CH:23][C:16]=2[N:15]([CH2:24][C:25]2[CH:30]=[CH:29][C:28]([C:31]3[CH:36]=[CH:35][CH:34]=[CH:33][C:32]=3[CH2:37][NH:38][C:39]([NH:41][CH3:42])=[O:40])=[CH:27][C:26]=2[Br:43])[C:14]1=[O:44])=[O:11]. Reported procedure: To a solution of 146 mg (0.211 mmol) of 2-t-butoxycarbonylamino-2-methyl-N-[2,3,4,5-tetrahydro-1-[[2'-[[[(methylamino)carbonyl]amino]methyl]-3-bromo-[1,1'-biphenyl]-4-yl]methyl]-2-oxo-1H-benzazepin-3(R)-yl]butanamide (Step L) in 5 L of methylene chloride was added 5 drops of anisole followed by 5 mL of trifluoroacetic acid. The reaction mixture was stirred at room temperature for 1 hour then the solvent was removed under vacuum. The residue was purified by reverse phase medium pressure liquid ch... Reaction SMILES: [C:1]([O:5][C:6]([N:8]1[CH2:12][C@H:11]([OH:13])[C@@H:10]([NH2:14])[CH2:9]1)=[O:7])([CH3:4])([CH3:3])[CH3:2].[Cl:15][C:16]1[S:20][C:19]([C:21](O)=[O:22])=[CH:18][CH:17]=1>>[C:1]([O:5][C:6]([N:8]1[CH2:12][C@H:11]([OH:13])[C@@H:10]([NH:14][C:21]([C:19]2[S:20][C:16]([Cl:15])=[CH:17][CH:18]=2)=[O:22])[CH2:9]1)=[O:7])([CH3:4])([CH3:2])[CH3:3]. The product is C(C)(C)(C)OC(=O)N1C[C@@H]([C@H](C1)O)NC(=O)C=1SC(=CC1)Cl ((3S,4S)-3-[(5-chloro-thiophene-2-carbonyl)-amino]-4-hydroxy-pyrrolidine-1-carboxylic acid tert-butyl ester). Reported procedure: 22.4 Using general procedure C (3S,4S)-3-amino-4-hydroxy-pyrrolidine-1-carboxylic acid tert-butyl ester was reacted with 5-chlorothiophene-2-carboxylic acid to give (3S,4S)-3-[(5-chloro-thiophene-2-carbonyl)-amino]-4-hydroxy-pyrrolidine-1-carboxylic acid tert-butyl ester. Off-white solid. MS 347.3 ([M+H]+) Starting materials: C(C)(C)(C)OC(=O)N1C[C@@H]([C@H](C1)O)N ((3S,4S)-3-amino-4-hydroxy-pyrrolidine-1-carboxylic acid tert-butyl ester), ClC1=CC=C(S1)C(=O)O (5-chlorothiophene-2-carboxylic acid). The reactants are C1(=CC=CC=C1)C1=CC=C(C=O)C=C1 (4-phenylbenzaldehyde), C(CC)(=O)OC(CC)=O (propionic anhydride). Product: C/C(/C(=O)O)=C\C1=CC=C(C=C1)C1=CC=CC=C1 ((E)-2-methyl-3-(4-phenylphenyl)propenoic acid). The yield is 49.0%. As a reaction SMILES: [C:1]1([C:7]2[CH:14]=[CH:13][C:10]([CH:11]=O)=[CH:9][CH:8]=2)[CH:6]=[CH:5][CH:4]=[CH:3][CH:2]=1.[C:15]([O:19]C(=O)CC)(=[O:18])[CH2:16][CH3:17]>>[CH3:17]/[C:16](=[CH:11]\[C:10]1[CH:13]=[CH:14][C:7]([C:1]2[CH:6]=[CH:5][CH:4]=[CH:3][CH:2]=2)=[CH:8][CH:9]=1)/[C:15]([OH:19])=[O:18]. Reported procedure: The procedure is performed in an analogous manner to that described in Example 17 (step A), starting from 4-phenylbenzaldehyde and using 6 equivalents of propionic anhydride. Yield: 49% m.p. 178° C. IR (nujol): 1670 cm-1 1H NMR (CDCl3 /TMS): 11.50 to 11.20 (broad s, 1H); 7.70 (s, 1H); 7.60 to 7.20 (m, 9H); 2.15 (s, 3H). Starting materials: C1(=CC=CC=C1)N=C=O (phenyl isocyanate), ClC1=CC=C(CN2CCN(CC2)CCS)C=C1 (2-[4-(4-chlorobenzyl)piperazin-1-yl]ethanethiol). Run in C(Cl)Cl (methylene chloride). Yields the product Cl.Cl.C1(=CC=CC=C1)NC(O)=SCCN1CCN(CC1)CC1=CC=C(C=C1)Cl (N-phenyl-S-{2-[4-(4-chlorobenzyl)piperazin-1-yl]ethyl}thiocarbamate dihydrochloride). The yield is 128.2%. As a reaction SMILES: [C:1]1([N:7]=[C:8]=[O:9])[CH:6]=[CH:5][CH:4]=[CH:3][CH:2]=1.[Cl:10][C:11]1[CH:26]=[CH:25][C:14]([CH2:15][N:16]2[CH2:21][CH2:20][N:19]([CH2:22][CH2:23][SH:24])[CH2:18][CH2:17]2)=[CH:13][CH:12]=1>C(Cl)Cl>[ClH:10].[ClH:10].[C:1]1([NH:7][C:8](=[SH:24][CH2:23][CH2:22][N:19]2[CH2:20][CH2:21][N:16]([CH2:15][C:14]3[CH:25]=[CH:26][C:11]([Cl:10])=[CH:12][CH:13]=3)[CH2:17][CH2:18]2)[OH:9])[CH:6]=[CH:5][CH:4]=[CH:3][CH:2]=1 |f:3.4.5|. Procedure details: The procedure described in Example 35 was followed, using 1.3 g of phenyl isocyanate, 3.0 g of 2-[4-(4-chlorobenzyl)piperazin-1-yl]ethanethiol and 100 ml of methylene chloride, to give 2.2 g (43% of theory) of N-phenyl-S-{2-[4-(4-chlorobenzyl)piperazin-1-yl]ethyl}thiocarbamate dihydrochloride as a white crystalline solid, M.p. 232°-236° C. (dec.). The reactants are FC=1C(=C(C=CC1F)[N+](=O)[O-])CCO (3,4-difluoro-2-(2-hydroxyethyl)nitrobenzene), C(C)(C)(C)N (t-butylamine), CS(=O)C (dimethylsulfoxide), C1(=CC=CC=C1)C (toluene). The solvent is O (water). Product: C(C)(C)(C)NC1=C(C(=C(C=C1)[N+](=O)[O-])CCO)F (4-t-Butylamino-3-fluoro-2-(2-hydroxyethyl)nitrobenzene). The yield is 92.3%. Reaction SMILES: [F:1][C:2]1[C:3]([CH2:12][CH2:13][OH:14])=[C:4]([N+:9]([O-:11])=[O:10])[CH:5]=[CH:6][C:7]=1F.[C:15]([NH2:19])([CH3:18])([CH3:17])[CH3:16].CS(C)=O.C1(C)C=CC=CC=1>O>[C:15]([NH:19][C:7]1[CH:6]=[CH:5][C:4]([N+:9]([O-:11])=[O:10])=[C:3]([CH2:12][CH2:13][OH:14])[C:2]=1[F:1])([CH3:18])([CH3:17])[CH3:16]. Procedure: 30.5 g (150 mmol) of 3,4-difluoro-2-(2-hydroxyethyl)nitrobenzene and 90 ml (900 mmol) of t-butylamine were added to 150 ml of dimethylsulfoxide and 25 ml of toluene, and the solution was heated at reflux for 8.5 hours. After air-cooling, the solution was poured into 1500 ml of water, and the deposited crystals were filtered. They were dissolved in 500 ml of chloroform, and after drying over magnesium sulfate, the solvent was removed by distillation. The residue was crystallized with n-hexane, an...